From a dataset of the Open Reaction Database (ORD), a public repository of structured organic reaction records. describe an organic reaction: reactants, conditions, products, and yield Reactants: C(C)(=O)OCC (Ethyl acetate), C(C)(=O)O.C(=N)N (Formamidine acetate), FC=1C=CC(=NC1)[C@H](C)NC1=CC=C(C(=N1)NC1=NNC(=C1)OC(C)C)[N+](=O)[O-] (N6-[(1S)-1-(5-fluoropyridin-2-yl)ethyl]-N2-(5-isopropoxy-1H-pyrazol-3-yl)-3-nitropyridine-2,6-diamine), FC=1C=CC(=NC1)[C@H](C)NC1=CC=C(C(=N1)NC1=NNC(=C1)OC(C)C)[N+](=O)[O-] (N6-[(1S)-1-(5-fluoropyridin-2-yl)ethyl]-N2-(5-isopropoxy-1H-pyrazol-3-yl)-3-nitropyridine-2,6-diamine), C(C)O (ethanol). The reagents and catalysts are [Pd] (Pd—C). Run in [Cl-].[Na+].O (brine). The product is FC=1C=CC(=NC1)[C@H](C)NC1=CC=C2C(=N1)N(C=N2)C2=NNC(=C2)OC(C)C (N-[(1S)-1-(5-fluoropyridin-2-yl)ethyl]-3-(5-isopropoxy-1H-pyrazol-3-yl)-3H-imidazo[4,5-b]pyridin-5-amine). Reaction SMILES: [F:1][C:2]1[CH:3]=[CH:4][C:5]([C@@H:8]([NH:10][C:11]2[N:16]=[C:15]([NH:17][C:18]3[CH:22]=[C:21]([O:23][CH:24]([CH3:26])[CH3:25])[NH:20][N:19]=3)[C:14]([N+:27]([O-])=O)=[CH:13][CH:12]=2)[CH3:9])=[N:6][CH:7]=1.[CH2:30](O)C.C(O)(=O)C.C(N)=N.C(OCC)(=O)C>[Cl-].[Na+].O.[Pd]>[F:1][C:2]1[CH:3]=[CH:4][C:5]([C@@H:8]([NH:10][C:11]2[N:16]=[C:15]3[N:17]([C:18]4[CH:22]=[C:21]([O:23][CH:24]([CH3:26])[CH3:25])[NH:20][N:19]=4)[CH:30]=[N:27][C:14]3=[CH:13][CH:12]=2)[CH3:9])=[N:6][CH:7]=1 |f:2.3,5.6.7|. Reported procedure: N6-[(1S)-1-(5-fluoropyridin-2-yl)ethyl]-N2-(5-isopropoxy-1H-pyrazol-3-yl)-3-nitropyridine-2,6-diamine (Intermediate 8, 0.5 g) was dissolved into ethanol (20 mL) with Pd—C (60 mg) and a hydrogen inlet. The mixture was stirred at room temperature until no starting material was detected with TLC or LCMS. Formamidine acetate (0.5 g) was added to the filtrate after the filtration of resulting mixture. The mixture was stirred at 85° C. for 4 hours. Ethyl acetate (40 mL) was added into the resulting mi... Starting materials: O1CCN(CC1)C1=C(C=C(C(=O)O)C=C1S(N)(=O)=O)[N+](=O)[O-] (4-morpholino-3-nitro-5-sulphamyl-benzoic acid), N(C1=CC=CC=C1)C1=C(C=C(C(=O)O)C=C1S(N)(=O)=O)[N+](=O)[O-] (4-anilino-3-nitro-5sulphamyl-benzoic acid). The product is NC=1C=C(C(=O)O)C=C(C1N1CCOCC1)S(N)(=O)=O (3-amino-4-morpholino-5-sulphamyl-benzoic acid). As a reaction SMILES: [O:1]1[CH2:6][CH2:5][N:4]([C:7]2[C:15]([S:16](=[O:19])(=[O:18])[NH2:17])=[CH:14][C:10]([C:11]([OH:13])=[O:12])=[CH:9][C:8]=2[N+:20]([O-])=O)[CH2:3][CH2:2]1.N(C1C(S(=O)(=O)N)=CC(C(O)=O)=CC=1[N+]([O-])=O)C1C=CC=CC=1>>[NH2:20][C:8]1[CH:9]=[C:10]([CH:14]=[C:15]([S:16](=[O:18])(=[O:19])[NH2:17])[C:7]=1[N:4]1[CH2:3][CH2:2][O:1][CH2:6][CH2:5]1)[C:11]([OH:13])=[O:12]. Reported procedure: By substituting 4-morpholino-3-nitro-5-sulphamyl-benzoic acid for the 4-anilino-3-nitro-5sulphamyl-benzoic acid of Example 9 B, the above compound was obtained with a melting point of 297° C (decomp.) after recrystallization from aqueous methanol.